From a dataset of the Open Reaction Database (ORD), a public repository of structured organic reaction records. describe an organic reaction: reactants, conditions, products, and yield Starting materials: [Br-], CSc1ncc(CBr)cn1, COCC1C(=O)NCCN1C(=O)OCc1ccccc1, CCCC[N+](CCCC)(CCCC)CCCC, ClCCl, [Na+], [OH-], O. Product: COCC1C(=O)N(Cc2cnc(SC)nc2)CCN1C(=O)OCc1ccccc1. As a reaction SMILES: [Br-:33].[Br:21][CH2:22][c:23]1[cH:24][n:25][c:26]([S:29][CH3:30])[n:27][cH:28]1.[CH2:1]([c:2]1[cH:3][cH:4][cH:5][cH:6][cH:7]1)[O:8][C:9](=[O:10])[N:11]1[CH:12]([CH2:18][O:19][CH3:20])[C:13](=[O:17])[NH:14][CH2:15][CH2:16]1.[CH2:34]([N+:35]([CH2:36][CH2:37][CH2:38][CH3:39])([CH2:40][CH2:41][CH2:42][CH3:43])[CH2:44][CH2:45][CH2:46][CH3:47])[CH2:48][CH2:49][CH3:50].[Cl:51][CH2:52][Cl:53].[Na+:32].[OH-:31].[OH2:54]>>[CH2:1]([c:2]1[cH:3][cH:4][cH:5][cH:6][cH:7]1)[O:8][C:9](=[O:10])[N:11]1[CH:12]([CH2:18][O:19][CH3:20])[C:13](=[O:17])[N:14]([CH2:22][c:23]2[cH:24][n:25][c:26]([S:29][CH3:30])[n:27][cH:28]2)[CH2:15][CH2:16]1. Reactants: CC(C)=O, CCOC(C)=O, Cc1nc(C(F)(F)F)ccc1Cn1c(=O)c(-c2ccc(C#N)cc2)c(-c2ccc(Cl)cc2)c2nnc(CCl)n21, [I-], [Na+], [Na+], [OH-], O. Yields the product Cc1nc(C(F)(F)F)ccc1Cn1c(=O)c(-c2ccc(C#N)cc2)c(-c2ccc(Cl)cc2)c2nnc(CO)n21. Reaction SMILES: [CH3:42][C:43]([CH3:44])=[O:45].[CH3:48][CH2:49][O:50][C:51]([CH3:52])=[O:53].[Cl:1][CH2:2][c:3]1[n:4][n:5][c:6]2[n:7]1[n:8]([CH2:28][c:29]1[c:30]([CH3:39])[n:31][c:32]([C:35]([F:36])([F:37])[F:38])[cH:33][cH:34]1)[c:9](=[O:27])[c:10](-[c:19]1[cH:20][cH:21][c:22]([C:23]#[N:24])[cH:25][cH:26]1)[c:11]2-[c:12]1[cH:13][cH:14][c:15]([Cl:18])[cH:16][cH:17]1.[I-:41].[Na+:40].[Na+:47].[OH-:46].[OH2:54]>>[CH2:2]([c:3]1[n:4][n:5][c:6]2[n:7]1[n:8]([CH2:28][c:29]1[c:30]([CH3:39])[n:31][c:32]([C:35]([F:36])([F:37])[F:38])[cH:33][cH:34]1)[c:9](=[O:27])[c:10](-[c:19]1[cH:20][cH:21][c:22]([C:23]#[N:24])[cH:25][cH:26]1)[c:11]2-[c:12]1[cH:13][cH:14][c:15]([Cl:18])[cH:16][cH:17]1)[OH:45]. Starting materials: CCN(C(C)C)C(C)C, C1CCOC1, [Cl-], Cn1nc(OCc2c(-c3ccc(Cl)cc3)noc2CO)cc1C(=O)O, CC(C)(N)CO, [Na+], O, On1nnc2ccccc21. Yields the product Cn1nc(OCc2c(-c3ccc(Cl)cc3)noc2CO)cc1C(=O)NC(C)(C)CO. RXN SMILES: [CH2:37]([N:38]([CH:39]([CH3:40])[CH3:41])[CH:42]([CH3:43])[CH3:44])[CH3:45].[CH2:54]1[O:55][CH2:56][CH2:57][CH2:58]1.[Cl-:53].[Cl:1][c:2]1[cH:3][cH:4][c:5](-[c:8]2[n:9][o:10][c:11]([CH2:24][OH:25])[c:12]2[CH2:13][O:14][c:15]2[cH:16][c:17]([C:21](=[O:22])[OH:23])[n:18]([CH3:20])[n:19]2)[cH:6][cH:7]1.[NH2:46][C:47]([CH2:48][OH:49])([CH3:50])[CH3:51].[Na+:52].[OH2:26].[OH:27][n:28]1[c:29]2[cH:30][cH:31][cH:32][cH:33][c:34]2[n:35][n:36]1>>[Cl:1][c:2]1[cH:3][cH:4][c:5](-[c:8]2[n:9][o:10][c:11]([CH2:24][OH:25])[c:12]2[CH2:13][O:14][c:15]2[cH:16][c:17]([C:21](=[O:22])[NH:46][C:47]([CH2:48][OH:49])([CH3:50])[CH3:51])[n:18]([CH3:20])[n:19]2)[cH:6][cH:7]1. The reactants are ice water, FC=1C=C2C=CC=NC2=C(C1)[N+](=O)[O-] (6-fluoro-8-nitro-quinoline), OO (hydrogen peroxide). The solvent is C(C)(=O)O (acetic acid), O (water). Conditions: temperature 70 celsius, time 5 hour. Yields the product FC=1C=C2C=C(C=NC2=C(C1)[N+](=O)[O-])O (6-Fluoro-8-nitro-quinolin-3-ol), solid. Yield: 29.0%. Reaction SMILES: [F:1][C:2]1[CH:3]=[C:4]2[C:9](=[C:10]([N+:12]([O-:14])=[O:13])[CH:11]=1)[N:8]=[CH:7][CH:6]=[CH:5]2.[OH:15]O>C(O)(=O)C.O>[F:1][C:2]1[CH:3]=[C:4]2[C:9](=[C:10]([N+:12]([O-:14])=[O:13])[CH:11]=1)[N:8]=[CH:7][C:6]([OH:15])=[CH:5]2. Reported procedure: A solution of 6-fluoro-8-nitro-quinoline (900 mg, 4.7 mmol) in acetic acid (10 ml) was treated at room temperature with hydrogen peroxide (30% in water (1.6 ml), then it was stirred at 70° C. for 5 hours. For the workup, the reaction mixture was cooled and poured into ice-water. The precipitate was filtered, washed with water, collected and dried. 6-Fluoro-8-nitro-quinolin-3-ol was obtained as a brown solid (285 mg, 29%); (calculated) C9H5FN2O3 [208.2]; (found) [M−H]−=207. The reactants are BrCc1ccccc1, CN(C)C=O, CCOC(C)=O, [N-]=[N+]=[N-], [Na+]. The product is [N-]=[N+]=NCc1ccccc1. RXN SMILES: [CH2:1]([c:2]1[cH:3][cH:4][cH:5][cH:6][cH:7]1)[Br:8].[CH3:13][N:14]([CH3:15])[CH:16]=[O:17].[CH3:18][CH2:19][O:20][C:21](=[O:22])[CH3:23].[N-:10]=[N+:11]=[N-:12].[Na+:9]>>[CH2:1]([c:2]1[cH:3][cH:4][cH:5][cH:6][cH:7]1)[N:10]=[N+:11]=[N-:12]. The reactants are C=CCOC(=O)NC1CC(=O)OC1OCc1ccccc1, ClCCCl, COc1ccc(C(=O)NC(C)(C)C(=O)N2CCCC2C(=O)O)cc1, ClCCl, On1nnc2ccccc21, c1ccc(P(c2ccccc2)(c2ccccc2)[Pd](P(c2ccccc2)(c2ccccc2)c2ccccc2)(P(c2ccccc2)(c2ccccc2)c2ccccc2)P(c2ccccc2)(c2ccccc2)c2ccccc2)cc1. The product is COc1ccc(C(=O)NC(C)(C)C(=O)N2CCCC2C(=O)NC2CC(=O)OC2OCc2ccccc2)cc1. RXN SMILES: [CH2:1]([O:2][C:5]([NH:6][CH:7]1[CH:8]([O:13][CH2:14][c:15]2[cH:16][cH:17][cH:18][cH:19][cH:20]2)[O:9][C:10](=[O:12])[CH2:11]1)=[O:21])[CH:3]=[CH2:4].[CH2:56]([Cl:57])[CH2:58][Cl:59].[CH3:22][O:23][c:24]1[cH:25][cH:26][c:27]([C:28](=[O:29])[NH:30][C:31]([C:32](=[O:33])[N:34]2[CH:35]([C:39]([OH:40])=[O:41])[CH2:36][CH2:37][CH2:38]2)([CH3:42])[CH3:43])[cH:44][cH:45]1.[Cl:60][CH2:61][Cl:62].[OH:46][n:47]1[c:48]2[c:49]([cH:50][cH:51][cH:52][cH:53]2)[n:54][n:55]1.[cH:63]1[cH:64][cH:65][c:66]([P:67]([Pd:68]([P:69]([c:70]2[cH:71][cH:72][cH:73][cH:74][cH:75]2)([c:76]2[cH:77][cH:78][cH:79][cH:80][cH:81]2)[c:82]2[cH:83][cH:84][cH:85][cH:86][cH:87]2)([P:88]([c:89]2[cH:90][cH:91][cH:92][cH:93][cH:94]2)([c:95]2[cH:96][cH:97][cH:98][cH:99][cH:100]2)[c:101]2[cH:102][cH:103][cH:104][cH:105][cH:106]2)[P:107]([c:108]2[cH:109][cH:110][cH:111][cH:112][cH:113]2)([c:114]2[cH:115][cH:116][cH:117][cH:118][cH:119]2)[c:120]2[cH:121][cH:122][cH:123][cH:124][cH:125]2)([c:126]2[cH:127][cH:128][cH:129][cH:130][cH:131]2)[c:132]2[cH:133][cH:134][cH:135][cH:136][cH:137]2)[cH:138][cH:139]1>>[C:5]([NH:6][CH:7]1[CH:8]([O:13][CH2:14][c:15]2[cH:16][cH:17][cH:18][cH:19][cH:20]2)[O:9][C:10](=[O:12])[CH2:11]1)(=[O:21])[CH:35]1[N:34]([C:32]([C:31]([NH:30][C:28]([c:27]2[cH:26][cH:25][c:24]([O:23][CH3:22])[cH:45][cH:44]2)=[O:29])([CH3:42])[CH3:43])=[O:33])[CH2:38][CH2:37][CH2:36]1. Starting materials: CS(C)=O, O=C(O)c1ccc2nc(-c3cccc([N+](=O)[O-])c3)oc2c1. Product: Nc1cccc(-c2nc3ccc(C(=O)O)cc3o2)c1. As a reaction SMILES: [CH3:22][S:23]([CH3:24])=[O:25].[N+:1]([O-:2])(=[O:3])[c:4]1[cH:5][c:6](-[c:10]2[o:11][c:12]3[c:13]([n:14]2)[cH:15][cH:16][c:17]([C:19](=[O:20])[OH:21])[cH:18]3)[cH:7][cH:8][cH:9]1>>[NH2:1][c:4]1[cH:5][c:6](-[c:10]2[o:11][c:12]3[c:13]([n:14]2)[cH:15][cH:16][c:17]([C:19](=[O:20])[OH:21])[cH:18]3)[cH:7][cH:8][cH:9]1. Starting materials: CCOCC (ether), C1(C=CC=C1)[Ti](C1=C(C(=CC=C1F)O)F)(C1=C(C(=CC=C1F)O)F)C1C=CC=C1 (bis(cyclopentadienyl)bis(2,6-difluoro-3-hydroxyphenyl)titanium), N1=CC=CC=C1 (pyridine), C1(=CC=CC=C1)C.CN(C)C=O (toluene DMF), C(CCCCCCCCC)(=O)Cl (decanoyl chloride). Run in O (water). Run at time 16 hour. Product: C1(C=CC=C1)[Ti](C1=C(C(=CC=C1F)OC(CCCCCCCCC)=O)F)(C1=C(C(=CC=C1F)OC(CCCCCCCCC)=O)F)C1C=CC=C1 (Bis(cyclopentadienyl)bis(2,6-difluoro-3-decanoyloxyphenyl)titanium). Reaction SMILES: [CH:1]1([Ti:6]([CH:25]2[CH:29]=[CH:28][CH:27]=[CH:26]2)([C:16]2[C:21]([F:22])=[CH:20][CH:19]=[C:18]([OH:23])[C:17]=2[F:24])[C:7]2[C:12]([F:13])=[CH:11][CH:10]=[C:9]([OH:14])[C:8]=2[F:15])[CH:5]=[CH:4][CH:3]=[CH:2]1.N1[CH:35]=[CH:34][CH:33]=[CH:32][CH:31]=1.[C:36](Cl)(=[O:46])[CH2:37][CH2:38][CH2:39][CH2:40][CH2:41][CH2:42][CH2:43][CH2:44][CH3:45].CC[O:50]CC.[C:53]1(C)C=[CH:57][CH:56]=[CH:55][CH:54]=1.CN(C=O)C>O>[CH:25]1([Ti:6]([CH:1]2[CH:5]=[CH:4][CH:3]=[CH:2]2)([C:7]2[C:12]([F:13])=[CH:11][CH:10]=[C:9]([O:14][C:36](=[O:46])[CH2:37][CH2:38][CH2:39][CH2:40][CH2:41][CH2:42][CH2:43][CH2:44][CH3:45])[C:8]=2[F:15])[C:16]2[C:21]([F:22])=[CH:20][CH:19]=[C:18]([O:23][C:31](=[O:50])[CH2:32][CH2:33][CH2:34][CH2:35][CH2:53][CH2:54][CH2:55][CH2:56][CH3:57])[C:17]=2[F:24])[CH:29]=[CH:28][CH:27]=[CH:26]1 |f:4.5|. Reported procedure: 6.1 g (0.014 mol) of bis(cyclopentadienyl)bis(2,6-difluoro-3-hydroxyphenyl)titanium and 2.7 g (0.0336 mol) of pyridine in 50 ml of a toluene/DMF mixture (1:1) are introduced into a 100 ml sulfation flask under nitrogen as protective gas. 6.4 g (0.0336 mol) of decanoyl chloride are added dropwise to this red solution at room temperature over the course of 5 minutes, and the mixture is stirred for a further 16 hours (reaction check using thin-layer chromatography). The reaction mixture is then pou...